Dataset: the Open Reaction Database (ORD), a public repository of structured organic reaction records. Task: describe an organic reaction: reactants, conditions, products, and yield The reactants are C(C1=CC=CC=C1)Br (benzyl bromide), CC1(NC(CC(C1)CC1=CC=C(C=C1)CC1CC(NC(C1)(C)C)(C)C)(C)C)C (1,4-bis-(2,2,6,6-tetramethylpiperidin-4-yl-methyl)-benzene), C([O-])([O-])=O.[K+].[K+] (potassium carbonate), [I-].[K+] (potassium iodide). The solvent is CC(=O)CC (ethyl methyl ketone). Yields the product C(C1=CC=CC=C1)N1C(CC(CC1(C)C)CC1=CC=C(C=C1)CC1CC(N(C(C1)(C)C)CC1=CC=CC=C1)(C)C)(C)C (1,4-bis(1-benzyl-2,2,6,6-tetramethylpiperidin-4-yl-methyl)-benzene). RXN SMILES: [CH2:1](Br)[C:2]1[CH:7]=[CH:6][CH:5]=[CH:4][CH:3]=1.[CH3:9][C:10]1([CH3:36])[CH2:15][CH:14]([CH2:16][C:17]2[CH:22]=[CH:21][C:20]([CH2:23][CH:24]3[CH2:29][C:28]([CH3:31])([CH3:30])[NH:27][C:26]([CH3:33])([CH3:32])[CH2:25]3)=[CH:19][CH:18]=2)[CH2:13][C:12]([CH3:35])([CH3:34])[NH:11]1.C(=O)([O-])[O-].[K+].[K+].[I-].[K+]>CC(CC)=O>[CH2:1]([N:27]1[C:26]([CH3:33])([CH3:32])[CH2:25][CH:24]([CH2:23][C:20]2[CH:19]=[CH:18][C:17]([CH2:16][CH:14]3[CH2:13][C:12]([CH3:35])([CH3:34])[N:11]([CH2:1][C:2]4[CH:7]=[CH:6][CH:5]=[CH:4][CH:3]=4)[C:10]([CH3:36])([CH3:9])[CH2:15]3)=[CH:22][CH:21]=2)[CH2:29][C:28]1([CH3:31])[CH3:30])[C:2]1[CH:7]=[CH:6][CH:5]=[CH:4][CH:3]=1 |f:2.3.4,5.6|. Reported procedure: 8.72 g of benzyl bromide were added dropwise in the course of one hour to a mixture of 9.6 g of 1,4-bis-(2,2,6,6-tetramethylpiperidin-4-yl-methyl)-benzene (compound No. 9) 7.6 g of finely powdered potassium carbonate and 0.5 g of potassium iodide in 50 ml of ethyl methyl ketone, at the boil (bath temperature about 100° C.), whilst stirring, and the reaction mixture was stirred at this temperature for a total of 96 hours. For working up, the reaction mixture was filtered at the boiling point to r... Starting materials: B, COc1cccc(-c2c(C(=O)O)ccc3ccc(OC)cc23)c1, C1CCOC1. The product is COc1cccc(-c2c(CO)ccc3ccc(OC)cc23)c1. RXN SMILES: [BH3:1].[CH3:2][O:3][c:4]1[cH:5][cH:6][c:7]2[cH:8][cH:9][c:10]([C:22](=[O:23])[OH:24])[c:11](-[c:14]3[cH:15][c:16]([O:20][CH3:21])[cH:17][cH:18][cH:19]3)[c:12]2[cH:13]1.[O:25]1[CH2:26][CH2:27][CH2:28][CH2:29]1>>[CH3:2][O:3][c:4]1[cH:5][cH:6][c:7]2[cH:8][cH:9][c:10]([CH2:22][OH:23])[c:11](-[c:14]3[cH:15][c:16]([O:20][CH3:21])[cH:17][cH:18][cH:19]3)[c:12]2[cH:13]1. Starting materials: C(C)OC(=C)C1=C(C=C2OCCN3C=C(N=C3C2=C1)C1=NC(=NN1C(C)C)C)OC (13-(1-ethoxyethenyl)-12-methoxy-4-[3-methyl-1-(propan-2-yl)-1H-1,2,4-triazol-5-yl]-9-oxa-3,6-diazatricyclo[8.4.0.02,6]tetradeca-1(14),2,4,10,12-pentaene), CC1=CC=C(C=C1)S(=O)(=O)O (4-methylbenzenesulfonic acid). Run in CC(=O)C (acetone). Run at temperature 60 celsius, time 75 minute. Yields the product COC=1C=C2OCCN3C=C(N=C3C2=CC1C(C)=O)C1=NC(=NN1C(C)C)C (1-{12-Methoxy-4-[3-methyl-1-(propan-2-yl)-1H-1,2,4-triazol-5-yl]-9-oxa-3,6-diazatricyclo[8.4.0.02,6]tetradeca-1(14),2,4,10,12-pentaen-13-yl}ethan-1-one). Yield: 61.2%. Reaction SMILES: C([O:3][C:4]([C:6]1[CH:19]=[C:18]2[C:9]([O:10][CH2:11][CH2:12][N:13]3[C:17]2=[N:16][C:15]([C:20]2[N:24]([CH:25]([CH3:27])[CH3:26])[N:23]=[C:22]([CH3:28])[N:21]=2)=[CH:14]3)=[CH:8][C:7]=1[O:29][CH3:30])=[CH2:5])C.CC1C=CC(S(O)(=O)=O)=CC=1>CC(C)=O>[CH3:30][O:29][C:7]1[CH:8]=[C:9]2[C:18](=[CH:19][C:6]=1[C:4](=[O:3])[CH3:5])[C:17]1[N:13]([CH:14]=[C:15]([C:20]3[N:24]([CH:25]([CH3:26])[CH3:27])[N:23]=[C:22]([CH3:28])[N:21]=3)[N:16]=1)[CH2:12][CH2:11][O:10]2. Procedure: A mixture of 13-(1-ethoxyethenyl)-12-methoxy-4-[3-methyl-1-(propan-2-yl)-1H-1,2,4-triazol-5-yl]-9-oxa-3,6-diazatricyclo[8.4.0.02,6]tetradeca-1(14),2,4,10,12-pentaene (2.00 g) and 4-methylbenzenesulfonic acid (438 mg, 2.54 mmol) in acetone (20.0 mL) was stirred at 60° C. for 75 min. After removal of the solvent, the residue was purified by silica gel chromatography using 1-10% MeOH in DCM as eluant to afford the desired product (1.14 g, 80% yield for two steps). LCMS m/z [M+H]+ 382.3 Starting materials: ClC1=CC=2N(C(=N1)NC1=NNC(=C1)C)C=C(N2)C(F)(F)F (7-chloro-N-(5-methyl-1H-pyrazol-3-yl)-2-(trifluoromethyl)imidazo[1,2-c]pyrimidin-5-amine), C(C)(C)NC(=O)C=1C=C(C=CC1)B(O)O (3-(isopropylcarbamoyl)phenyl boronic acid), C21H20F3N7O. RXN SMILES: Cl[C:2]1[N:7]=[C:6]([NH:8][C:9]2[CH:13]=[C:12]([CH3:14])[NH:11][N:10]=2)[N:5]2[CH:15]=[C:16]([C:18]([F:21])([F:20])[F:19])[N:17]=[C:4]2[CH:3]=1.[CH:22]([NH:25][C:26]([C:28]1[CH:29]=[C:30](B(O)O)[CH:31]=[CH:32][CH:33]=1)=[O:27])([CH3:24])[CH3:23]>>[CH:22]([NH:25][C:26](=[O:27])[C:28]1[CH:29]=[CH:30][CH:31]=[C:32]([C:2]2[N:7]=[C:6]([NH:8][C:9]3[CH:13]=[C:12]([CH3:14])[NH:11][N:10]=3)[N:5]3[CH:15]=[C:16]([C:18]([F:21])([F:20])[F:19])[N:17]=[C:4]3[CH:3]=2)[CH:33]=1)([CH3:24])[CH3:23]. The product is C(C)(C)NC(C1=CC(=CC=C1)C1=CC=2N(C(=N1)NC1=NNC(=C1)C)C=C(N2)C(F)(F)F)=O (N-isopropyl-3-(5-(5-methyl-1H-pyrazol-3-ylamino)-2-(trifluoromethyl) imidazo[1,2-c]pyrimidin-7-yl)benzamide). Procedure details: Title compound was synthesized from 7-chloro-N-(5-methyl-1H-pyrazol-3-yl)-2-(trifluoromethyl)imidazo[1,2-c]pyrimidin-5-amine and 3-(isopropylcarbamoyl)phenyl boronic acid using the procedure described in Example 278. 1H NMR (400 MHz, DMSO-d6) δ ppm 1.21 (d, J=6.57 Hz, 6H) 2.32 (s, 3H) 4.15 (td, J=13.45, 6.69 Hz, 2H) 6.74 (s, 1H) 7.60 (t, J=7.71 Hz, 1H) 7.78 (s, 1H) 7.90 (d, J=7.83 Hz, 1H) 8.27 (d, J=8.08 Hz, 1H) 8.38 (d, J=7.58 Hz, 1H) 8.57 (s, 1H) 9.03 (s, 1H) 10.55 (s, 1H); ESI-MS: m/z calc'd ... Starting materials: CCCCCCC(COc1ccc(C(=O)NCCC(=O)OC(C)(C)C)cc1)c1ccc(-c2ccc(C(F)(F)F)cc2)nc1, C1CCOC1, Cl, [Na+], [OH-]. Product: CCCCCCC(COc1ccc(C(=O)NCCC(=O)O)cc1)c1ccc(-c2ccc(C(F)(F)F)cc2)nc1. RXN SMILES: [C:1]([CH3:2])([CH3:3])([CH3:4])[O:5][C:6]([CH2:7][CH2:8][NH:9][C:10]([c:11]1[cH:12][cH:13][c:14]([O:17][CH2:18][CH:19]([CH2:20][CH2:21][CH2:22][CH2:23][CH2:24][CH3:25])[c:26]2[cH:27][n:28][c:29](-[c:32]3[cH:33][cH:34][c:35]([C:38]([F:39])([F:40])[F:41])[cH:36][cH:37]3)[cH:30][cH:31]2)[cH:15][cH:16]1)=[O:42])=[O:43].[CH2:47]1[O:48][CH2:49][CH2:50][CH2:51]1.[ClH:46].[Na+:45].[OH-:44]>>[O:5]=[C:6]([CH2:7][CH2:8][NH:9][C:10]([c:11]1[cH:12][cH:13][c:14]([O:17][CH2:18][CH:19]([CH2:20][CH2:21][CH2:22][CH2:23][CH2:24][CH3:25])[c:26]2[cH:27][n:28][c:29](-[c:32]3[cH:33][cH:34][c:35]([C:38]([F:39])([F:40])[F:41])[cH:36][cH:37]3)[cH:30][cH:31]2)[cH:15][cH:16]1)=[O:42])[OH:43]. The reactants are O (water), C(Cl)Cl (methylene chloride), CN(C(C(F)(F)F)=O)CC1CCN(CC1)C(=O)OC(C)(C)C (N-methyl-N-(1-tert-butoxycarbonylpiperidin-4-ylmethyl)trifluoroacetamide), [BH4-].[Na+] (sodium borohydride), [BH4-].[Na+] (sodium borohydride). Run in C(C)O (ethanol). Conditions: time 2.5 hour. The product is CNCC1CCN(CC1)C(=O)OC(C)(C)C (tert-butyl 4-[(methylamino)methyl]-piperidine-1-carboxylate). The yield is 107.6%. Reaction SMILES: [CH3:1][N:2]([CH2:9][CH:10]1[CH2:15][CH2:14][N:13]([C:16]([O:18][C:19]([CH3:22])([CH3:21])[CH3:20])=[O:17])[CH2:12][CH2:11]1)C(=O)C(F)(F)F.[BH4-].[Na+].O.C(Cl)Cl>C(O)C>[CH3:1][NH:2][CH2:9][CH:10]1[CH2:11][CH2:12][N:13]([C:16]([O:18][C:19]([CH3:22])([CH3:21])[CH3:20])=[O:17])[CH2:14][CH2:15]1 |f:1.2|. Reported procedure: To a solution of 1.32 g (4.07 mM) of N-methyl-N-(1-tert-butoxycarbonylpiperidin-4-ylmethyl)trifluoroacetamide in ethanol was added 0.23 g (6.08 mM) of sodium borohydride at room temperature and the mixture was stirred at room temperature for 2.5 hours. To this reaction mixture was further added 0.27 g (7.1 mM) of sodium borohydride and the mixture was stirred at room temperature for 20 hours. The mixture was then stirred at 60° C. for 1.5 hours. To this reaction mixture was added water to stop t... Reaction SMILES: [BH4-:1].[CH2:41]1[O:42][CH2:43][CH2:44][CH2:45]1.[CH3:30][OH:31].[CH3:3][O:4][c:5]1[cH:6][c:7]([N:14]2[CH2:15][CH2:16][CH:17]([N:20]3[CH2:21][CH2:22][N:23]([S:26](=[O:27])(=[O:28])[CH3:29])[CH2:24][CH2:25]3)[CH2:18][CH2:19]2)[cH:8][cH:9][c:10]1[N+:11]([O-:12])=[O:13].[Na+:2].[Ni:38]([Cl:39])[Cl:40].[OH2:32].[OH2:33].[OH2:34].[OH2:35].[OH2:36].[OH2:37]>>[CH3:3][O:4][c:5]1[cH:6][c:7]([N:14]2[CH2:15][CH2:16][CH:17]([N:20]3[CH2:21][CH2:22][N:23]([S:26](=[O:27])(=[O:28])[CH3:29])[CH2:24][CH2:25]3)[CH2:18][CH2:19]2)[cH:8][cH:9][c:10]1[NH2:11]. Product: COc1cc(N2CCC(N3CCN(S(C)(=O)=O)CC3)CC2)ccc1N. The reactants are [BH4-], C1CCOC1, CO, COc1cc(N2CCC(N3CCN(S(C)(=O)=O)CC3)CC2)ccc1[N+](=O)[O-], [Na+], Cl[Ni]Cl, O, O, O, O, O, O. The reactants are C(C)(C)N1N=C(N=C1C1=CN2CCOC3=C(C2=N1)C=CC(=C3)OC(COS(=O)(=O)C)(CC(C)C)COS(=O)(=O)C)C (methanesulfonic acid 2-[2-(2-isopropyl-5-methyl-2H-[1,2,4]triazol-3-yl)-4,5-dihydro-6-oxa-1,3a-diazabenzo[e]azulen-8-yloxy]-2-methanesulfonyloxymethyl-4-methylpentyl ester). Run in C(C)(C)N (isopropylamine). Product: C(C(C)C)C1(CN(C1)C(C)C)OC1=CC2=C(C=3N(CCO2)C=C(N3)C=3N(N=C(N3)C)C(C)C)C=C1 (9-(3-isobutyl-1-isopropyl-azetidin-3-yl)oxy-2-(2-isopropyl-5-methyl-1,2,4-triazol-3-yl)-5,6-dihydroimidazo[1,2-d][1,4]benzoxazepine). RXN SMILES: [CH:1]([N:4]1[C:8]([C:9]2[N:18]=[C:17]3[N:11]([CH2:12][CH2:13][O:14][C:15]4[CH:22]=[C:21]([O:23][C:24]([CH2:35]OS(C)(=O)=O)([CH2:31][CH:32]([CH3:34])[CH3:33])[CH2:25]OS(C)(=O)=O)[CH:20]=[CH:19][C:16]=43)[CH:10]=2)=[N:7][C:6]([CH3:41])=[N:5]1)([CH3:3])[CH3:2]>C(N)(C)C>[CH2:31]([C:24]1([O:23][C:21]2[CH:20]=[CH:19][C:16]3[C:17]4[N:11]([CH:10]=[C:9]([C:8]5[N:4]([CH:1]([CH3:2])[CH3:3])[N:5]=[C:6]([CH3:41])[N:7]=5)[N:18]=4)[CH2:12][CH2:13][O:14][C:15]=3[CH:22]=2)[CH2:25][N:4]([CH:1]([CH3:3])[CH3:2])[CH2:35]1)[CH:32]([CH3:33])[CH3:34]. Procedure details: A solution of methanesulfonic acid 2-[2-(2-isopropyl-5-methyl-2H-[1,2,4]triazol-3-yl)-4,5-dihydro-6-oxa-1,3a-diazabenzo[e]azulen-8-yloxy]-2-methanesulfonyloxymethyl-4-methylpentyl ester (194 mmol) in isopropylamine (2 mL) was heated at 150° C. for 33 h using microwave irradiation. After cooling to RT, the crude reaction mixture was evaporated and then purified by column chromatography (C18, gradient 30-55% MeOH in 0.5% TFA/H2O) and then loaded onto an Isolute® SCX-2 cartridge. The cartridge was ...